The task is: describe an organic reaction: reactants, conditions, products, and yield. This data is from the Open Reaction Database (ORD), a public repository of structured organic reaction records. Starting materials: hydrochloride salt, C(C)(C)(C)OC(=O)N1CCN(CCC1)C=1C=C2C(N(C(=NC2=CC1)C1=CC(=CC=C1)OC)CC(NC(C)C)=O)=O (4-[3-(Isopropylcarbamoylmethyl)-2-(3-methoxyphenyl)-4-oxo-3,4-dihydroquinazolin-6-yl]perhydro-1,4-diazepine-1-carboxylic acid tert-butyl ester). Run in Cl.CO (HCl MeOH). Conditions: time 2 hour. The product is C(C)(C)NC(CN1C(=NC2=CC=C(C=C2C1=O)N1CCNCCC1)C1=CC(=CC=C1)OC)=O (N-isopropyl-2-[2-(3-methoxyphenyl)-4-oxo-6-perhydro-1,4-diazepin-1-yl-4H-quinazolin-3-yl]acetamide). The yield is 100.0%. As a reaction SMILES: C(OC([N:8]1[CH2:14][CH2:13][CH2:12][N:11]([C:15]2[CH:16]=[C:17]3[C:22](=[CH:23][CH:24]=2)[N:21]=[C:20]([C:25]2[CH:30]=[CH:29][CH:28]=[C:27]([O:31][CH3:32])[CH:26]=2)[N:19]([CH2:33][C:34](=[O:39])[NH:35][CH:36]([CH3:38])[CH3:37])[C:18]3=[O:40])[CH2:10][CH2:9]1)=O)(C)(C)C>Cl.CO>[CH:36]([NH:35][C:34](=[O:39])[CH2:33][N:19]1[C:18](=[O:40])[C:17]2[C:22](=[CH:23][CH:24]=[C:15]([N:11]3[CH2:12][CH2:13][CH2:14][NH:8][CH2:9][CH2:10]3)[CH:16]=2)[N:21]=[C:20]1[C:25]1[CH:30]=[CH:29][CH:28]=[C:27]([O:31][CH3:32])[CH:26]=1)([CH3:38])[CH3:37] |f:1.2|. Procedure: 4-[3-(Isopropylcarbamoylmethyl)-2-(3-methoxyphenyl)-4-oxo-3,4-dihydroquinazolin-6-yl]perhydro-1,4-diazepine-1-carboxylic acid tert-butyl ester (INTERMEDIATE VII.1) (50 mg, 0.091 mmol) was treated with 4 N HCl/MeOH (10 mL) and the resulting solution was stirred at room temperature for 2 h. The reaction mixture was concentrated in vacuo to afford N-isopropyl-2-[2-(3-methoxyphenyl)-4-oxo-6-perhydro-1,4-diazepin-1-yl-4H-quinazolin-3-yl]acetamide (EXAMPLE 2a) (40 mg, 0.091 mmol, 100%) as the hydrochl... Reactants: COCCOCOCCNC([C@@H](NC(=O)OCC1=CC=CC=C1)C(C)(C)C)=O (N-Benzyloxycarbonyl-L-tert-leucine-N-2-(2-methoxy-ethoxymethoxy)ethylamide), CO (methanol). Solvent: ClCCl (dichloromethane). Conditions: time 3 hour. Product: COCCOCOCCNC([C@@H](N)C(C)(C)C)=O (L-tert-Leucine-N-2-(2-methoxy-ethoxymethoxy)ethylamide). Reaction SMILES: [CH3:1][O:2][CH2:3][CH2:4][O:5][CH2:6][O:7][CH2:8][CH2:9][NH:10][C:11](=[O:28])[C@H:12]([C:24]([CH3:27])([CH3:26])[CH3:25])[NH:13]C(OCC1C=CC=CC=1)=O.CO>ClCCl>[CH3:1][O:2][CH2:3][CH2:4][O:5][CH2:6][O:7][CH2:8][CH2:9][NH:10][C:11](=[O:28])[C@H:12]([C:24]([CH3:26])([CH3:25])[CH3:27])[NH2:13]. Reported procedure: N-Benzyloxycarbonyl-L-tert-leucine-N-2-(2-methoxy-ethoxymethoxy)ethylamide was deprotected by hydrogenolysis, as described in Step G. Reaction was complete after 3 hours, leaving a single ninhydrin positive spot on TLC (5% methanol in dichloromethane). The solvent wwas removed to give the title compound as a white foam. Yield: 1.17 9(92%). 1H--NMR; δCD3OD), 4.66 (2H, s), 3.68-3.48 (7H, br m), 3.40 (1H, m), 3.35 (3H, s) and 0.95 (9H, s). Run at time 4 hour. The solvent is ClCCl (dichloromethane). Reported procedure: Trifluoroacetic acid (2 mL) was added to a stirred solution of (2R)-2-[2,3-bis-(tert-butoxycarbonyl)guanidino]-3-(4′-dibenzofuran-4-yl-biphenyl-4-ylmethylsulfanyl)-propionic acid (250 mg, 0.36 mmol) in anhydrous dichloromethane (10 mL). The reaction was stirred for 4 hours (HPLC control) and then concentrated in vacuo. The resultant brown oil was reconstituted and concentrated from methanol (3×10 mL) and then from dichloromethane (2×10 mL) to give the title compound as an off-white solid (175 mg... As a reaction SMILES: FC(F)(F)C(O)=O.C(OC([N:15]=[C:16]([NH:50]C(OC(C)(C)C)=O)[NH:17][C@@H:18]([CH2:22][S:23][CH2:24][C:25]1[CH:30]=[CH:29][C:28]([C:31]2[CH:36]=[CH:35][C:34]([C:37]3[C:42]4[O:43][C:44]5[CH:49]=[CH:48][CH:47]=[CH:46][C:45]=5[C:41]=4[CH:40]=[CH:39][CH:38]=3)=[CH:33][CH:32]=2)=[CH:27][CH:26]=1)[C:19]([OH:21])=[O:20])=O)(C)(C)C>ClCCl>[CH:40]1[C:41]2[C:45]3[CH:46]=[CH:47][CH:48]=[CH:49][C:44]=3[O:43][C:42]=2[C:37]([C:34]2[CH:33]=[CH:32][C:31]([C:28]3[CH:29]=[CH:30][C:25]([CH2:24][S:23][CH2:22][C@H:18]([NH:17][C:16]([NH2:50])=[NH:15])[C:19]([OH:21])=[O:20])=[CH:26][CH:27]=3)=[CH:36][CH:35]=2)=[CH:38][CH:39]=1. Reactants: FC(C(=O)O)(F)F (Trifluoroacetic acid), C(C)(C)(C)OC(=O)N=C(N[C@H](C(=O)O)CSCC1=CC=C(C=C1)C1=CC=C(C=C1)C1=CC=CC2=C1OC1=C2C=CC=C1)NC(=O)OC(C)(C)C ((2R)-2-[2,3-bis-(tert-butoxycarbonyl)guanidino]-3-(4′-dibenzofuran-4-yl-biphenyl-4-ylmethylsulfanyl)-propionic acid). The yield is 98.1%. The product is C1=CC=C(C=2OC3=C(C21)C=CC=C3)C3=CC=C(C=C3)C3=CC=C(C=C3)CSC[C@@H](C(=O)O)NC(=N)N ((2R)-3-(4′-Dibenzofuran-4-yl-biphenyl-4-ylmethylsulfanyl)-2-guanidino-propionic acid). The reactants are BrCC1=C(C(=O)O)C=C(C=C1)F (2-(bromomethyl)-5-fluorobenzoic acid), C(C(=O)Cl)(=O)Cl (oxalyl chloride), TEA, BrC=1C(=C(N)C=CC1)C (3-bromo-2-methylaniline). The reagents and catalysts are CN(C)C=O (DMF). Run in C(Cl)Cl (DCM), C(Cl)Cl (DCM). Reaction conditions: time 1 hour. Product: BrC=1C(=C(C=CC1)NC(C1=C(C=CC(=C1)F)CBr)=O)C (N-(3-bromo-2-methylphenyl)-2-(bromomethyl)-5-fluorobenzamide). The yield is 24.5%. Reaction SMILES: [Br:1][CH2:2][C:3]1[CH:11]=[CH:10][C:9]([F:12])=[CH:8][C:4]=1[C:5]([OH:7])=O.C(Cl)(=O)C(Cl)=O.[Br:19][C:20]1[C:21]([CH3:27])=[C:22]([CH:24]=[CH:25][CH:26]=1)[NH2:23]>C(Cl)Cl.CN(C=O)C>[Br:19][C:20]1[C:21]([CH3:27])=[C:22]([NH:23][C:5](=[O:7])[C:4]2[CH:8]=[C:9]([F:12])[CH:10]=[CH:11][C:3]=2[CH2:2][Br:1])[CH:24]=[CH:25][CH:26]=1. Procedure details: Step 2 A solution of crude 2-(bromomethyl)-5-fluorobenzoic acid (3.05 g, 13.1 mmol) in DCM (50 mL) was treated with oxalyl chloride (1.66 g, 13.1 mmol) and 6 drops of DMF. The mixture was stirred at rt for 1 h, then was concentrated. The residue was redissolved in DCM (50 mL) and treated with 3-bromo-2-methylaniline (1.705 g, 9.16 mmol). The mixture was stirred at rt for 1 h, then TEA (2.19 mL, 15.7 mmol) was added in portions. The mixture was stirred at rt for 2 h, then was diluted with DCM (10... The reactants are C(CCC)[Sn](CCCC)(CCCC)N=[N+]=[N-] (tris(n-butyl)tin azide), Cl (hydrochloric acid), C(#N)CC1=CC=C(C(=O)OCC)C=C1 (Ethyl 4-cyanomethylbenzoate), resultant solution. Run in COCCOC (DME), CO (methanol). Conditions: temperature 85 celsius, time 1 hour. Yields the product N1N=NN=C1CC1=CC=C(C(=O)OCC)C=C1 (Ethyl 4-(1H-tetrazol-5-ylmethyl)benzoate). As a reaction SMILES: [C:1]([CH2:3][C:4]1[CH:14]=[CH:13][C:7]([C:8]([O:10][CH2:11][CH3:12])=[O:9])=[CH:6][CH:5]=1)#[N:2].C([Sn]([N:28]=[N+:29]=[N-:30])(CCCC)CCCC)CCC.Cl>COCCOC.CO>[NH:28]1[C:1]([CH2:3][C:4]2[CH:14]=[CH:13][C:7]([C:8]([O:10][CH2:11][CH3:12])=[O:9])=[CH:6][CH:5]=2)=[N:2][N:30]=[N:29]1. Procedure details: Ethyl 4-cyanomethylbenzoate (approximately 8 g) was dissolved in DME (10 ml). The solution was added tris(n-butyl)tin azide (5 ml) and the resultant solution was stirred and heated at 85° C. overnight. The solution was cooled to room temperature. The cooled solution was diluted with methanol then acidified with 1N hydrochloric acid. The acidified mixture was stirred for one hour then partitioned between ethyl acetate and water. The organic layer was separated, dried over magnesium sulfate, filte...